Dataset: the Open Reaction Database (ORD), a public repository of structured organic reaction records. Task: describe an organic reaction: reactants, conditions, products, and yield Reactants: COc1ccc(-c2ccc(OC)c(CNC3CCC(N(C)C(=O)OC(C)(C)C)CC3)c2)cc1, O=C(Cl)c1sc2ccccc2c1Cl. Yields the product COc1ccc(-c2ccc(OC)c(CN(C(=O)c3sc4ccccc4c3Cl)C3CCC(N(C)C(=O)OC(C)(C)C)CC3)c2)cc1. Reaction SMILES: [CH3:1][O:2][c:3]1[c:4]([CH2:17][NH:18][CH:19]2[CH2:20][CH2:21][CH:22]([N:25]([C:26]([O:27][C:28]([CH3:29])([CH3:30])[CH3:31])=[O:32])[CH3:33])[CH2:23][CH2:24]2)[cH:5][c:6](-[c:9]2[cH:10][cH:11][c:12]([O:15][CH3:16])[cH:13][cH:14]2)[cH:7][cH:8]1.[Cl:34][c:35]1[c:36]2[c:37]([s:38][c:39]1[C:40](=[O:41])[Cl:42])[cH:43][cH:44][cH:45][cH:46]2>>[CH3:1][O:2][c:3]1[c:4]([CH2:17][N:18]([CH:19]2[CH2:20][CH2:21][CH:22]([N:25]([C:26]([O:27][C:28]([CH3:29])([CH3:30])[CH3:31])=[O:32])[CH3:33])[CH2:23][CH2:24]2)[C:40]([c:39]2[c:35]([Cl:34])[c:36]3[c:37]([s:38]2)[cH:43][cH:44][cH:45][cH:46]3)=[O:41])[cH:5][c:6](-[c:9]2[cH:10][cH:11][c:12]([O:15][CH3:16])[cH:13][cH:14]2)[cH:7][cH:8]1. Reactants: COC=1C=CC2=C(OC(OC3=C(C24CC4)C=CC=C3)C(=O)OC)C1OC (methyl 3',4'-dimethoxyspiro(cyclopropane-1,12'(12'H)-dibenzo-[d,g][1,3]dioxocin)-6'-carboxylate), [OH-].[Na+] (sodium hydroxide). The solvent is O (water), O1CCCC1 (tetrahydrofuran). Conditions: time 1.3 hour. Yields the product COC=1C=CC2=C(OC(OC3=C(C24CC4)C=CC=C3)C(=O)O)C1OC (3',4'-Dimethoxyspiro-(cyclopropane-1,12'(12'H)-dibenzo[d,g][1,3]dioxocin)-6'-carboxylic Acid). RXN SMILES: [CH3:1][O:2][C:3]1[CH:4]=[CH:5][C:6]2[C:13]3([CH2:15][CH2:14]3)[C:12]3[CH:16]=[CH:17][CH:18]=[CH:19][C:11]=3[O:10][CH:9]([C:20]([O:22]C)=[O:21])[O:8][C:7]=2[C:24]=1[O:25][CH3:26].[OH-].[Na+]>O1CCCC1.O>[CH3:1][O:2][C:3]1[CH:4]=[CH:5][C:6]2[C:13]3([CH2:15][CH2:14]3)[C:12]3[CH:16]=[CH:17][CH:18]=[CH:19][C:11]=3[O:10][CH:9]([C:20]([OH:22])=[O:21])[O:8][C:7]=2[C:24]=1[O:25][CH3:26] |f:1.2|. Procedure: A solution of 76 mg (0.23 mmol) of methyl 3',4'-dimethoxyspiro(cyclopropane-1,12'(12'H)-dibenzo-[d,g][1,3]dioxocin)-6'-carboxylate in 0.46 ml of tetrahydrofuran was combined with 0.172 ml (0.35 mmol) of 2 N aqueous sodium hydroxide and the mixture stirred for 1.3 hour. The resulting mixture was diluted with 0.5 ml of water, extracted with ether, and then acidified with 1 N aqueous hydrochloric acid. The resulting mixture was extracted 3 times with 1 ml portions of ether and the combined ethereal...